The task is: describe an organic reaction: reactants, conditions, products, and yield. This data is from the Open Reaction Database (ORD), a public repository of structured organic reaction records. Starting materials: C[O-], CO, ClCc1ncc(C23CCCN(CC2)C3)o1, Cl, [Na+]. The product is COCc1ncc(C23CCCN(CC2)C3)o1. Reaction SMILES: [CH3:17][O-:18].[CH3:20][OH:21].[Cl:2][CH2:3][c:4]1[o:5][c:6]([C:9]23[CH2:10][CH2:11][CH2:12][N:13]([CH2:14][CH2:15]2)[CH2:16]3)[cH:7][n:8]1.[ClH:1].[Na+:19]>>[CH2:3]([c:4]1[o:5][c:6]([C:9]23[CH2:10][CH2:11][CH2:12][N:13]([CH2:14][CH2:15]2)[CH2:16]3)[cH:7][n:8]1)[O:18][CH3:17]. Reactants: Cn1cc(C(=O)NCc2ccc(Cl)cc2)c(=O)c2cc(Br)oc21, C#CCC(O)c1ccco1. The product is Cn1cc(C(=O)NCc2ccc(Cl)cc2)c(=O)c2cc(C#CCC(O)c3ccco3)oc21. As a reaction SMILES: [Br:1][c:2]1[cH:3][c:4]2[c:5]([n:6]([CH3:22])[cH:7][c:8]([C:11](=[O:12])[NH:13][CH2:14][c:15]3[cH:16][cH:17][c:18]([Cl:21])[cH:19][cH:20]3)[c:9]2=[O:10])[o:23]1.[o:24]1[c:25]([CH:29]([CH2:30][C:31]#[CH:32])[OH:33])[cH:26][cH:27][cH:28]1>>[c:2]1([C:32]#[C:31][CH2:30][CH:29]([c:25]2[o:24][cH:28][cH:27][cH:26]2)[OH:33])[cH:3][c:4]2[c:5]([n:6]([CH3:22])[cH:7][c:8]([C:11](=[O:12])[NH:13][CH2:14][c:15]3[cH:16][cH:17][c:18]([Cl:21])[cH:19][cH:20]3)[c:9]2=[O:10])[o:23]1. The reactants are C1(=CC=CC=C1)S(=O)(=O)N1C(=CC=2C1=NC=C(C2)OCCO[Si](C2=CC=CC=C2)(C2=CC=CC=C2)C(C)(C)C)C(=CC2CCCC2)C2=CC=C(C=C2)S(=O)(=O)C (1-benzenesulfonyl-5-[2-(tert-butyl-diphenyl-silanyloxy)-ethoxy]-2-[2-cyclopentyl-1-(4-methanesulfonyl-phenyl)-vinyl]-1H-pyrrolo[2,3-b]pyridine), [F-].C(CCC)[N+](CCCC)(CCCC)CCCC (tetrabutylammonium fluoride). Solvent: C(C)(=O)OCC (ethyl acetate), O1CCCC1 (tetrahydrofuran), O1CCCC1 (tetrahydrofuran). Product: C1(CCCC1)C=C(C1=CC=C(C=C1)S(=O)(=O)C)C1=CC=2C(=NC=C(C2)OCCO)N1 (2-{2-[2-cyclopentyl-1-(4-methanesulfonyl-phenyl)-vinyl]-1H-pyrrolo[2,3-b]pyridin-5-yloxy}-ethanol). Yield: 99.9%. As a reaction SMILES: C1(S([N:10]2[C:14]3=[N:15][CH:16]=[C:17]([O:19][CH2:20][CH2:21][O:22][Si](C(C)(C)C)(C4C=CC=CC=4)C4C=CC=CC=4)[CH:18]=[C:13]3[CH:12]=[C:11]2[C:40]([C:47]2[CH:52]=[CH:51][C:50]([S:53]([CH3:56])(=[O:55])=[O:54])=[CH:49][CH:48]=2)=[CH:41][CH:42]2[CH2:46][CH2:45][CH2:44][CH2:43]2)(=O)=O)C=CC=CC=1.[F-].C([N+](CCCC)(CCCC)CCCC)CCC>O1CCCC1.C(OCC)(=O)C>[CH:42]1([CH:41]=[C:40]([C:11]2[NH:10][C:14]3=[N:15][CH:16]=[C:17]([O:19][CH2:20][CH2:21][OH:22])[CH:18]=[C:13]3[CH:12]=2)[C:47]2[CH:52]=[CH:51][C:50]([S:53]([CH3:56])(=[O:55])=[O:54])=[CH:49][CH:48]=2)[CH2:46][CH2:45][CH2:44][CH2:43]1 |f:1.2|. Procedure: A solution of 1-benzenesulfonyl-5-[2-(tert-butyl-diphenyl-silanyloxy)-ethoxy]-2-[2-cyclopentyl-1-(4-methanesulfonyl-phenyl)-vinyl]-1H-pyrrolo[2,3-b]pyridine (870 mg, 1.08 mmol) in tetrahydrofuran (0.5 mL) and a tetrabutylammonium fluoride solution in tetrahydrofuran (1 M, 10 mL, 10 mmol) was stirred at room temperature for 12 h. The resulting mixture was diluted with ethyl acetate (150 mL), washed with a saturated aqueous ammonium chloride solution and brine, dried over anhydrous sodium sulfate ... The reactants are ClC=1C(=NC(=NC1)NC1=C(C=C(C(=C1)C)C1CCN(CC1)C1CCSCC1)C)NC1=NNC(=C1)C (5-chloro-N2-(2,5-dimethyl-4-(1-(tetrahydro-2H-thiopyran-4-yl)piperidin-4-yl)phenyl)-N4-(5-methyl-1H-pyrazol-3-yl)pyrimidine-2,4-diamine), C1=CC(=CC(=C1)Cl)C(=O)OO (m-CPBA), C(=O)(O)[O-].[Na+] (NaHCO3). Solvent: C(Cl)Cl (CH2Cl2). Conditions: time 30 minute. Yields the product CC1=CC(=NN1)NC1=NC(=NC=C1)N (N4-(5-methyl-1H-pyrazol-3-yl)pyrimidine-2,4-diamine). RXN SMILES: Cl[C:2]1[C:3]([NH:29][C:30]2[CH:34]=[C:33]([CH3:35])[NH:32][N:31]=2)=[N:4][C:5]([NH:8]C2C=C(C)C(C3CCN(C4CCSCC4)CC3)=CC=2C)=[N:6][CH:7]=1.C1C=C(Cl)C=C(C(OO)=O)C=1.C([O-])(O)=O.[Na+]>C(Cl)Cl>[CH3:35][C:33]1[NH:32][N:31]=[C:30]([NH:29][C:3]2[CH:2]=[CH:7][N:6]=[C:5]([NH2:8])[N:4]=2)[CH:34]=1 |f:2.3|. Procedure: To 5-chloro-N2-(2,5-dimethyl-4-(1-(tetrahydro-2H-thiopyran-4-yl)piperidin-4-yl)phenyl)-N4-(5-methyl-1H-pyrazol-3-yl)pyrimidine-2,4-diamine (18 mg, 0.035 mmol) in CH2Cl2 (1 mL) was added m-CPBA (16 mg, 0.71 mmol) at 0° C. The mixture was then warmed up to room temperature and stirred for 30 min; saturated aqueous NaHCO3 solution (3 mL) was then added and the crude product extracted with CH2Cl2 (3×3 mL). The combined organic layers were concentrated and purified by preparative thin layer chromatog... Reactants: C(C)(C)(C)OC(=O)N1CCC(CC1)OC=1C=NC(=CC1)Cl (4-(6-chloro-pyridin-3-yloxy)-piperidine-1-carboxylic acid tert-butyl ester), C(=O)(C(F)(F)F)O (TFA). Solvent: C(Cl)Cl (DCM). Run at time 1 hour. The product is ClC1=NC=C(C=C1)OC1CCNCC1 (2-chloro-5-(piperidin-4-yloxy)-pyridine). Yield: 118.6%. Reaction SMILES: C(OC([N:8]1[CH2:13][CH2:12][CH:11]([O:14][C:15]2[CH:16]=[N:17][C:18]([Cl:21])=[CH:19][CH:20]=2)[CH2:10][CH2:9]1)=O)(C)(C)C.C(O)(C(F)(F)F)=O>C(Cl)Cl>[Cl:21][C:18]1[CH:19]=[CH:20][C:15]([O:14][CH:11]2[CH2:12][CH2:13][NH:8][CH2:9][CH2:10]2)=[CH:16][N:17]=1. Procedure: A solution of 4-(6-chloro-pyridin-3-yloxy)-piperidine-1-carboxylic acid tert-butyl ester (5.68 g, 18.16 mmol) in DCM (2 mL) was treated with TFA (25 mL) and stirred at room temperature for 1 hour. The mixture was concentrated under vacuum, dissolved in 1 N aqueous HCl and washed with EtOAc. The aqueous a phase was basified with ammonium hydroxide and extracted into EtOAc. The combined extracts were dried over Na2SO4 and concentrated under vacuum to give 2-chloro-5-(piperidin-4-yloxy)-pyridine (4... The reactants are O=C(Cl)OCc1ccccc1, COC(=O)c1cc2c(cc1C)C(N)CCS2. The product is COC(=O)c1cc2c(cc1C)C(NC(=O)OCc1ccccc1)CCS2. As a reaction SMILES: [CH2:17]([c:18]1[cH:19][cH:20][cH:21][cH:22][cH:23]1)[O:24][C:25](=[O:26])[Cl:27].[CH3:1][O:2][C:3](=[O:4])[c:5]1[c:6]([CH3:16])[cH:7][c:8]2[c:13]([cH:14]1)[S:12][CH2:11][CH2:10][CH:9]2[NH2:15]>>[CH3:1][O:2][C:3](=[O:4])[c:5]1[c:6]([CH3:16])[cH:7][c:8]2[c:13]([cH:14]1)[S:12][CH2:11][CH2:10][CH:9]2[NH:15][C:25]([O:24][CH2:17][c:18]1[cH:19][cH:20][cH:21][cH:22][cH:23]1)=[O:26]. The reactants are BrC=1C=C2C=CC(=C(C2=CC1)CN1C2=C(OC3(CCOCC3)[C@@H](C1=O)NC([C@H](C)N(C(OC(C)(C)C)=O)C)=O)C=CC=C2)OC (tert-butyl (S)-1-((S)-5-((6-bromo-2-methoxynaphthalen-1-yl)methyl)-4-oxo-2′,3′,4,5,5′,6′-hexahydro-3H-spiro[benzo[b][1,4]oxazepine-2,4′-pyran]-3-ylamino)-1-oxopropan-2-yl(methyl)carbamate), C1(=CC=CC=C1)P(C1=CC=CC=2C(C3=CC=CC(=C3OC12)P(C1=CC=CC=C1)C1=CC=CC=C1)(C)C)C1=CC=CC=C1 (4,5-bis(diphenylphosphino)-9,9-dimethylxanthene), CO (MeOH), TEA. Reagents/catalysts: CC(=O)[O-].CC(=O)[O-].[Pd+2] (Pd(OAc)2). Reaction conditions: temperature 70 celsius, time 18 hour. Product: C(C)(C)(C)OC(=O)N([C@H](C(=O)N[C@@H]1C(N(C2=C(OC13CCOCC3)C=CC=C2)CC2=C3C=CC(=CC3=CC=C2OC)C(=O)OC)=O)C)C (methyl 5-(((S)-3-((S)-2-(tert-butoxycarbonyl (methyl)amino)propanamido)-4-oxo-2′,3′,5′,6′-tetrahydro-3H-spiro[benzo[b][1,4]oxazepine-2,4′-pyran]-5 (4H)-yl)methyl)-6-methoxy-2-naphthoate). As a reaction SMILES: Br[C:2]1[CH:3]=[C:4]2[C:9](=[CH:10][CH:11]=1)[C:8]([CH2:12][N:13]1[C:24](=[O:25])[C@@H:23]([NH:26][C:27](=[O:39])[C@@H:28]([N:30]([CH3:38])[C:31](=[O:37])[O:32][C:33]([CH3:36])([CH3:35])[CH3:34])[CH3:29])[C:17]3([CH2:22][CH2:21][O:20][CH2:19][CH2:18]3)[O:16][C:15]3[CH:40]=[CH:41][CH:42]=[CH:43][C:14]1=3)=[C:7]([O:44][CH3:45])[CH:6]=[CH:5]2.C1(P(C2C=CC=CC=2)C2[C:66]3[O:65][C:64]4C(=CC=CC=4P(C4C=CC=CC=4)C4C=CC=CC=4)C(C)(C)C=3C=CC=2)C=CC=CC=1.C[OH:89]>CC([O-])=O.CC([O-])=O.[Pd+2]>[C:33]([O:32][C:31]([N:30]([CH3:38])[C@@H:28]([CH3:29])[C:27]([NH:26][C@H:23]1[C:17]2([CH2:22][CH2:21][O:20][CH2:19][CH2:18]2)[O:16][C:15]2[CH:40]=[CH:41][CH:42]=[CH:43][C:14]=2[N:13]([CH2:12][C:8]2[C:7]([O:44][CH3:45])=[CH:6][CH:5]=[C:4]3[C:9]=2[CH:10]=[CH:11][C:2]([C:64]([O:65][CH3:66])=[O:89])=[CH:3]3)[C:24]1=[O:25])=[O:39])=[O:37])([CH3:34])([CH3:35])[CH3:36] |f:3.4.5|. Procedure: tert-butyl (S)-1-((S)-5-((6-bromo-2-methoxynaphthalen-1-yl)methyl)-4-oxo-2′,3′,4,5,5′,6′-hexahydro-3H-spiro[benzo[b][1,4]oxazepine-2,4′-pyran]-3-ylamino)-1-oxopropan-2-yl(methyl)carbamate (0.17 g, 249 μmol, Eq: 1.00), Pd(OAc)2 (2.24 mg, 9.96 μmol, Eq: 0.04) and 4,5-bis(diphenylphosphino)-9,9-dimethylxanthene (Xantphos) (11.5 mg, 19.9 μmol, Eq: 0.08) were combined in a 5 mL microwave tube, the vessel was evacuated and purged with N2. MeOH (79.8 mg, 101 μl, 2.49 mmol, Eq: 10) and TEA (0.5 mL) were... Starting materials: O=C([O-])[O-], CN1CCNCC1, CN(C)C=O, COc1cc2c(Oc3ccc(C)cc3C(=O)c3ccccc3)ccnc2cc1OCCCCCl, [K+], [K+], O. Product: COc1cc2c(Oc3ccc(C)cc3C(=O)c3ccccc3)ccnc2cc1OCCCCN1CCN(C)CC1. Reaction SMILES: [C:42](=[O:43])([O-:44])[O-:45].[CH3:35][N:36]1[CH2:37][CH2:38][NH:39][CH2:40][CH2:41]1.[CH3:49][N:50]([CH3:51])[CH:52]=[O:53].[Cl:1][CH2:2][CH2:3][CH2:4][CH2:5][O:6][c:7]1[c:8]([O:33][CH3:34])[cH:9][c:10]2[c:11]([O:17][c:18]3[c:19]([C:25](=[O:26])[c:27]4[cH:28][cH:29][cH:30][cH:31][cH:32]4)[cH:20][c:21]([CH3:24])[cH:22][cH:23]3)[cH:12][cH:13][n:14][c:15]2[cH:16]1.[K+:46].[K+:47].[OH2:48]>>[CH2:2]([CH2:3][CH2:4][CH2:5][O:6][c:7]1[c:8]([O:33][CH3:34])[cH:9][c:10]2[c:11]([O:17][c:18]3[c:19]([C:25](=[O:26])[c:27]4[cH:28][cH:29][cH:30][cH:31][cH:32]4)[cH:20][c:21]([CH3:24])[cH:22][cH:23]3)[cH:12][cH:13][n:14][c:15]2[cH:16]1)[N:39]1[CH2:38][CH2:37][N:36]([CH3:35])[CH2:41][CH2:40]1.